Dataset: the Open Reaction Database (ORD), a public repository of structured organic reaction records. Task: describe an organic reaction: reactants, conditions, products, and yield Run in CO (methanol). Reported procedure: 8.5 g of guanidine hydrochloride and then 5 g of methyl 4-chloro-3-sulfamoylbenzoate are added to a methanolic sodium methoxide solution, prepared from 1.9 g of sodium in 90 ml of methanol. After heating this mixture to 50°-60° C. under inert gas (nitrogen or argon) over the course of 30 hours, the solvent is removed by distillation, the solution is adjusted to pH 6 after taking up the residue with 2N acetic acid and is extracted with ethyl acetate. After acidifying the dried extract (drying ove... RXN SMILES: Cl.[NH2:2][C:3]([NH2:5])=[NH:4].[Cl:6][C:7]1[CH:16]=[CH:15][C:10]([C:11](OC)=[O:12])=[CH:9][C:8]=1[S:17](=[O:20])(=[O:19])[NH2:18].C[O-].[Na+].[Na]>CO>[ClH:6].[Cl:6][C:7]1[CH:16]=[CH:15][C:10]([C:11]([NH:4][C:3]([NH2:5])=[NH:2])=[O:12])=[CH:9][C:8]=1[S:17](=[O:19])(=[O:20])[NH2:18] |f:0.1,3.4,7.8,^1:23|. Product: Cl.ClC1=C(C=C(C(=O)NC(=N)N)C=C1)S(N)(=O)=O (4-Chloro-3-sulfamoylbenzoylguanidine hydrochloride). The reactants are Cl.NC(=N)N (guanidine hydrochloride), ClC1=C(C=C(C(=O)OC)C=C1)S(N)(=O)=O (methyl 4-chloro-3-sulfamoylbenzoate), C[O-].[Na+] (sodium methoxide), [Na] (sodium). Starting materials: N1CCSCC1 (Thiomorpholine), FC=1C=C(C=C(C1F)F)[N+](=O)[O-] (3,4,5-trifluoronitro benzene). Run in C(C)#N (acetonitrile). The product is FC1=C(C(=CC(=C1)[N+](=O)[O-])F)N1CCSCC1 (4-(2,6-Difluoro-4-nitrophenyl)thiomorpholine). The yield is 88.6%. As a reaction SMILES: [NH:1]1[CH2:6][CH2:5][S:4][CH2:3][CH2:2]1.[F:7][C:8]1[CH:9]=[C:10]([N+:16]([O-:18])=[O:17])[CH:11]=[C:12]([F:15])[C:13]=1F>C(#N)C>[F:7][C:8]1[CH:9]=[C:10]([N+:16]([O-:18])=[O:17])[CH:11]=[C:12]([F:15])[C:13]=1[N:1]1[CH2:6][CH2:5][S:4][CH2:3][CH2:2]1. Procedure: Thiomorpholine (728 mg, 7.06 mmol) was added to a stirring solution of 3,4,5-trifluoronitro benzene (500 mg, 2.82 mmol) in acetonitrile (15 mL) and the reaction mixture was refluxed for 5 h. Evaporation of the solvent in a rotavapor under reduced pressure left a pasty mass which was dissolved in ethyl acetate (50 mL). Ethyl acetate portion was washed with water (30 mL×2) followed by brine (30 mL) and dried over sodium sulfate. Removal of volatiles yielded the title compound as yellow solid (650 ... Starting materials: C(C)N(C(C1=C(C(=CC=C1)Cl)C)=O)CC (N,N-diethyl-3-chloro-2-methylbenzamide), O[C@H]1CN(CC1)CCC(=O)N(C)OC ((R)-3-(3-hydroxypyrrolidin-1-yl)-N-methoxy-N-methylpropanamide). The product is ClC1=C2C=C(NC(C2=CC=C1)=O)CCN1C[C@@H](CC1)O ((R)-5-chloro-3-[2-(3-hydroxypyrrolidin-1-yl)ethyl]-2H-isoquinolin-1-one). The yield is 2.3%. RXN SMILES: C([N:3]([CH2:14][CH3:15])[C:4](=[O:13])[C:5]1[CH:10]=[CH:9][CH:8]=[C:7]([Cl:11])[C:6]=1[CH3:12])C.[OH:16][C@@H:17]1[CH2:21][CH2:20][N:19]([CH2:22]CC(N(OC)C)=O)[CH2:18]1>>[Cl:11][C:7]1[CH:8]=[CH:9][CH:10]=[C:5]2[C:6]=1[CH:12]=[C:14]([CH2:15][CH2:22][N:19]1[CH2:20][CH2:21][C@@H:17]([OH:16])[CH2:18]1)[NH:3][C:4]2=[O:13]. Reported procedure: In the same manner as in Example 16b and using N,N-diethyl-3-chloro-2-methylbenzamide (3.43 g) and (R)-3-(3-hydroxypyrrolidin-1-yl)-N-methoxy-N-methylpropanamide (3.08 g), (R)-5-chloro-3-[2-(3-hydroxypyrrolidin-1-yl)ethyl]-2H-isoquinolin-1-one (102 mg) was obtained.